From a dataset of the Open Reaction Database (ORD), a public repository of structured organic reaction records. describe an organic reaction: reactants, conditions, products, and yield The reactants are C(C)(C)(C)OC(N[C@@]12C(CN(C1)[C@H](C)C1=CC=CC=C1)COC2)=O ([(3aS)-5-[(R)-1-Phenylethyl]tetrahydrofuro[3,4-c]pyrrol-3a-yl]carbamic acid tert-butyl ester). Reagents/catalysts: [OH-].[Pd+2].[OH-] (palladium hydroxide). Solvent: O1CCOCC1 (dioxane). Conditions: temperature 40 celsius, time 24 hour. Product: C(C)(C)(C)OC(N[C@@]12C(CNC1)COC2)=O ((3aS)-(Tetrahydrofuro[3,4-c]pyrrol-3a-yl)carbamic acid tert-butyl ester). Yield: 100.4%. RXN SMILES: [C:1]([O:5][C:6](=[O:24])[NH:7][C@@:8]12[CH2:23][O:22][CH2:21][CH:9]1[CH2:10][N:11]([C@@H](C1C=CC=CC=1)C)[CH2:12]2)([CH3:4])([CH3:3])[CH3:2]>O1CCOCC1.[OH-].[Pd+2].[OH-]>[C:1]([O:5][C:6](=[O:24])[NH:7][C@@:8]12[CH2:23][O:22][CH2:21][CH:9]1[CH2:10][NH:11][CH2:12]2)([CH3:4])([CH3:2])[CH3:3] |f:2.3.4|. Procedure: [(3aS)-5-[(R)-1-Phenylethyl]tetrahydrofuro[3,4-c]pyrrol-3a-yl]carbamic acid tert-butyl ester (355 mg, 1.06 mmol) was dissolved in dioxane (10 ml) and 20% palladium hydroxide catalyst (20 wt. % Pd on carbon, wet; cat.) was added. The mixture was vigorously stirred under a hydrogen atmosphere at 40° C. for 24 h. After removing the catalyst by filtration, the filtrate was concentrated under reduced pressure. The residue was taken up in dichloromethane, and washed with 1N aq. NaOH and brine. The org...